This data is from the Open Reaction Database (ORD), a public repository of structured organic reaction records. The task is: describe an organic reaction: reactants, conditions, products, and yield The reagents and catalysts are [Cu](I)I (copper iodide), C=1C=CC(=CC1)[P](C=2C=CC=CC2)(C=3C=CC=CC3)[Pd]([P](C=4C=CC=CC4)(C=5C=CC=CC5)C=6C=CC=CC6)([P](C=7C=CC=CC7)(C=8C=CC=CC8)C=9C=CC=CC9)[P](C=1C=CC=CC1)(C=1C=CC=CC1)C=1C=CC=CC1 (tetrakis(triphenylphosphine)palladium(0)). Product: ClC=1C=CC(=NC1OC)/C(=C/[C@H]1CCC(N1CC1=C(C=C(C=C1)OC)OC)=O)/C1=CC=C(C=C1)C(C)C ((5R)-5-{(E)-2-(5-chloro-6-methoxypyridin-2-yl)-2-[4-(propan-2-yl)phenyl]ethenyl}-1-(2,4-dimethoxybenzyl)pyrrolidin-2-one). Procedure details: 6-bromo-3-chloro-2-methoxypyridine (361 mg), cesium fluoride (246 mg), copper iodide (170 mg) and tetrakis(triphenylphosphine)palladium(0) (92 mg) were added to a solution of (5R)-1-(2,4-dimethoxybenzyl)-5-[(E)-2-[4-(propan-2-yl)phenyl]-2-(tributylstannyl)ethenyl]pyrrolidin-2-one obtained in Reference Example 4-27 (543 mg) in N,N-dimethylformamide (6 mL), and the mixture was stirred at 65° C. for 1.5 hours. Water and ethyl acetate were added to the reaction solution. After filtration through cel... The solvent is CN(C=O)C (N,N-dimethylformamide), C(C)(=O)OCC (ethyl acetate). Reaction conditions: temperature 65 celsius, time 1.5 hour. RXN SMILES: Br[C:2]1[N:7]=[C:6]([O:8][CH3:9])[C:5]([Cl:10])=[CH:4][CH:3]=1.[F-].[Cs+].[CH3:13][O:14][C:15]1[CH:51]=[C:50]([O:52][CH3:53])[CH:49]=[CH:48][C:16]=1[CH2:17][N:18]1[C@@H:22](/[CH:23]=[C:24](\[C:38]2[CH:43]=[CH:42][C:41]([CH:44]([CH3:46])[CH3:45])=[CH:40][CH:39]=2)/[Sn](CCCC)(CCCC)CCCC)[CH2:21][CH2:20][C:19]1=[O:47].O>CN(C)C=O.[Cu](I)I.C1C=CC([P]([Pd]([P](C2C=CC=CC=2)(C2C=CC=CC=2)C2C=CC=CC=2)([P](C2C=CC=CC=2)(C2C=CC=CC=2)C2C=CC=CC=2)[P](C2C=CC=CC=2)(C2C=CC=CC=2)C2C=CC=CC=2)(C2C=CC=CC=2)C2C=CC=CC=2)=CC=1.C(OCC)(=O)C>[Cl:10][C:5]1[CH:4]=[CH:3][C:2](/[C:24](/[C:38]2[CH:39]=[CH:40][C:41]([CH:44]([CH3:46])[CH3:45])=[CH:42][CH:43]=2)=[CH:23]/[C@@H:22]2[N:18]([CH2:17][C:16]3[CH:48]=[CH:49][C:50]([O:52][CH3:53])=[CH:51][C:15]=3[O:14][CH3:13])[C:19](=[O:47])[CH2:20][CH2:21]2)=[N:7][C:6]=1[O:8][CH3:9] |f:1.2,^1:66,68,87,106|. Starting materials: Example 4-27, O (Water), BrC1=CC=C(C(=N1)OC)Cl (6-bromo-3-chloro-2-methoxypyridine), [F-].[Cs+] (cesium fluoride), COC1=C(CN2C(CC[C@@H]2\C=C(\[Sn](CCCC)(CCCC)CCCC)/C2=CC=C(C=C2)C(C)C)=O)C=CC(=C1)OC ((5R)-1-(2,4-dimethoxybenzyl)-5-[(E)-2-[4-(propan-2-yl)phenyl]-2-(tributylstannyl)ethenyl]pyrrolidin-2-one).